This data is from the Open Reaction Database (ORD), a public repository of structured organic reaction records. The task is: describe an organic reaction: reactants, conditions, products, and yield Reactants: C(C#CC)OC1=CC=C(C=C1)C[C@@H](C(=O)OC)NC(=O)[C@H]([C@](C(=O)OC(C)(C)C)(CCC)O)\C=C\CCCCCCOCCCCCCC (tert-Butyl (E)-(2S,3S)-3-[(S)-2-(4-but-2-ynyloxy-phenyl)-1-methoxycarbonyl-ethylcarbamoyl]-11-heptyloxy-2-hydroxy-2-propyl-undec-4-enoate), FC(C(=O)O)(F)F (trifluoroacetic acid). The solvent is ClCCl (dichloromethane). Conditions: time 5 hour. The product is C(C#CC)OC1=CC=C(C=C1)C[C@@H](C(=O)OC)NC(=O)[C@H]([C@](C(=O)O)(CCC)O)\C=C\CCCCCCOCCCCCCC ((E)-(2S,3S)-3-[(S)-2-(4-but-2-ynyloxy-phenyl)-1-methoxycarbonyl-ethylcarbamoyl]-11-heptyloxy-2-hydroxy-2-propyl-undec-4-enoic acid). Yield: 32.0%. As a reaction SMILES: [CH2:1]([O:5][C:6]1[CH:11]=[CH:10][C:9]([CH2:12][C@H:13]([NH:18][C:19]([C@@H:21](/[CH:34]=[CH:35]/[CH2:36][CH2:37][CH2:38][CH2:39][CH2:40][CH2:41][O:42][CH2:43][CH2:44][CH2:45][CH2:46][CH2:47][CH2:48][CH3:49])[C@@:22]([OH:33])([CH2:30][CH2:31][CH3:32])[C:23]([O:25]C(C)(C)C)=[O:24])=[O:20])[C:14]([O:16][CH3:17])=[O:15])=[CH:8][CH:7]=1)[C:2]#[C:3][CH3:4].FC(F)(F)C(O)=O>ClCCl>[CH2:1]([O:5][C:6]1[CH:7]=[CH:8][C:9]([CH2:12][C@H:13]([NH:18][C:19]([C@@H:21](/[CH:34]=[CH:35]/[CH2:36][CH2:37][CH2:38][CH2:39][CH2:40][CH2:41][O:42][CH2:43][CH2:44][CH2:45][CH2:46][CH2:47][CH2:48][CH3:49])[C@@:22]([OH:33])([CH2:30][CH2:31][CH3:32])[C:23]([OH:25])=[O:24])=[O:20])[C:14]([O:16][CH3:17])=[O:15])=[CH:10][CH:11]=1)[C:2]#[C:3][CH3:4]. Procedure: tert-Butyl (E)-(2S,3S)-3-[(S)-2-(4-but-2-ynyloxy-phenyl)-1-methoxycarbonyl-ethylcarbamoyl]-11-heptyloxy-2-hydroxy-2-propyl-undec-4-enoate (No. 6804256; 65.6 mg, 0.0956 mmol) was dissolved in dichloromethane (3.0 mL), and trifluoroacetic acid (1.0 mL) was added. The mixture was stirred at room temperature for 5.0 hours. The solvent was distilled off under reduced pressure. To the residue was added dichloromethane, and the solvent was again distilled off under reduced pressure. This operation was ... Starting materials: CC(C)Br, CCOCC, CCCC[N+](CCCC)(CCCC)CCCC, [Cl-], N#CCc1ccc(F)cc1, [Na+], [OH-], O. Product: CC(C)C(C#N)c1ccc(F)cc1. Reaction SMILES: [Br:13][CH:14]([CH3:15])[CH3:16].[CH2:36]([O:37][CH2:38][CH3:39])[CH3:40].[CH3:18][CH2:19][CH2:20][CH2:21][N+:22]([CH2:23][CH2:24][CH2:25][CH3:26])([CH2:27][CH2:28][CH2:29][CH3:30])[CH2:31][CH2:32][CH2:33][CH3:34].[Cl-:17].[F:3][c:4]1[cH:5][cH:6][c:7]([CH2:10][C:11]#[N:12])[cH:8][cH:9]1.[Na+:2].[OH-:1].[OH2:35]>>[F:3][c:4]1[cH:5][cH:6][c:7]([CH:10]([C:11]#[N:12])[CH:14]([CH3:15])[CH3:16])[cH:8][cH:9]1. Reactants: ice, BrC1C(=O)OCC1 (2-bromo-γ-butyrolactone), C[Si]([Si](Cl)(C)C)(C)C (pentamethylchlorodisilane), ice. The reagents and catalysts are [Zn] (zinc). The solvent is CN1C(CCC1)=O (N-methylpyrrolidone), CN1C(CCC1)=O (N-methylpyrrolidone). Run at temperature 60 celsius, time 6 hour. Yields the product C[Si]([Si](C)(C)C)(C1C(=O)OCC1)C (2-pentamethyldisilanyl-γ-butyrolactone). As a reaction SMILES: Br[CH:2]1[CH2:7][CH2:6][O:5][C:3]1=[O:4].[CH3:8][Si:9]([CH3:15])([CH3:14])[Si:10]([CH3:13])([CH3:12])Cl>[Zn].CN1CCCC1=O>[CH3:12][Si:10]([CH3:13])([CH:2]1[CH2:7][CH2:6][O:5][C:3]1=[O:4])[Si:9]([CH3:15])([CH3:14])[CH3:8]. Reported procedure: 200 ml of N-methylpyrrolidone and 34.3 g of zinc dust are placed in a 1,000 ml three-neck flask fitted with internal thermometer, cold-drawn precision glass stirrer and dropping funnel. A mixture of 82.5 g of 2-bromo-γ-butyrolactone and 83.4 g of pentamethylchlorodisilane and 100 ml of N-methylpyrrolidone is added dropwise while stirring so that the internal temperature adjusts to 60° C. during the exothermic reaction. Stirring is continued for a further 6 h at this temperature and the reaction ... Starting materials: COC(=O)C(C)(C)CCBr, O=C([O-])[O-], CC(=O)N(c1ccc(Cl)cc1)C1CC(C)N(C(=O)c2ccc(F)c(O)c2)c2ccccc21, [Cs+], [Cs+], CN(C)C=O. The product is COC(=O)C(C)(C)CCOc1cc(C(=O)N2c3ccccc3C(N(C(C)=O)c3ccc(Cl)cc3)CC2C)ccc1F. As a reaction SMILES: [Br:39][CH2:40][CH2:41][C:42]([C:43](=[O:44])[O:45][CH3:46])([CH3:47])[CH3:48].[C:33](=[O:34])([O-:35])[O-:36].[Cl:1][c:2]1[cH:3][cH:4][c:5]([N:8]([C:9]([CH3:10])=[O:11])[CH:12]2[CH2:13][CH:14]([CH3:32])[N:15]([C:22]([c:23]3[cH:24][c:25]([OH:30])[c:26]([F:29])[cH:27][cH:28]3)=[O:31])[c:16]3[cH:17][cH:18][cH:19][cH:20][c:21]32)[cH:6][cH:7]1.[Cs+:37].[Cs+:38].[O:49]=[CH:50][N:51]([CH3:52])[CH3:53]>>[Cl:1][c:2]1[cH:3][cH:4][c:5]([N:8]([C:9]([CH3:10])=[O:11])[CH:12]2[CH2:13][CH:14]([CH3:32])[N:15]([C:22]([c:23]3[cH:24][c:25]([O:30][CH2:40][CH2:41][C:42]([C:43](=[O:44])[O:45][CH3:46])([CH3:47])[CH3:48])[c:26]([F:29])[cH:27][cH:28]3)=[O:31])[c:16]3[cH:17][cH:18][cH:19][cH:20][c:21]32)[cH:6][cH:7]1. Reactants: cuprous chloride, C(C)(C)OC(C)C (isopropyl ether), C(CCC)[Li] (butyllithium), CCCCCC (hexane), Cl (hydrochloric acid). The solvent is O1CCCC1 (tetrahydrofuran), O1CCCC1 (tetrahydrofuran). Run at temperature -65 celsius, time 1 hour. Product: C(C=C)C1=C2CC(CC2=CC=C1)O ((RS) 4-(2-propenyl)-2-indanol). RXN SMILES: [CH2:1]([Li])[CH2:2][CH2:3]C.Cl.C([O:10][CH:11]([CH3:13])[CH3:12])(C)C.[CH3:14][CH2:15][CH2:16][CH2:17][CH2:18][CH3:19]>O1CCCC1>[CH2:16]([C:17]1[CH:3]=[CH:2][CH:1]=[C:19]2[C:18]=1[CH2:13][CH:11]([OH:10])[CH2:12]2)[CH:15]=[CH2:14]. Procedure details: 5.50 g of product obtained above is agitated in 30 ml of anhydrous tetrahydrofuran, cooled to -65° C. and 15.7 ml of a 1.6M butyllithium solution in hexane is introduced over half an hour, followed by agitation for one and a half hours at -65° C. 2.21 g of dry cuprous chloride is added in one lot and the suspension obtained is left for half an hour at -65° C. The latter is added in small amounts and under inert atmosphere to a solution, cooled to -70° C., of 4.20 ml of bromoallyl in 21 ml of tet... Starting materials: ClC=1C=C(C=CC1)C1NC(NC(=C1C(=O)O)C)=O (4-(3-chlorophenyl)-6-methyl-2-oxo-1,2,3,4-tetrahydropyrimidine-5-carboxylic acid), NCCCN1CCN(CC1)C (1-(aminopropyl)-4-methylpiperazine), CCN=C=NCCCN(C)C.Cl (WSC hydrochloride). Solvent: CN(C)C=O (DMF). Run at time 8 hour. The product is CN1CCN(CC1)CCCNC(=O)C=1C(NC(NC1C)=O)C1=CC(=CC=C1)Cl (4-(3-chlorophenyl)-6-methyl-2-oxo-1,2,3,4-tetrahydropyrimidine-5-carboxylic acid [3-(4-methylpiperazine-yl)-propyl]amide). Reaction SMILES: [Cl:1][C:2]1[CH:3]=[C:4]([CH:8]2[C:13]([C:14]([OH:16])=O)=[C:12]([CH3:17])[NH:11][C:10](=[O:18])[NH:9]2)[CH:5]=[CH:6][CH:7]=1.[NH2:19][CH2:20][CH2:21][CH2:22][N:23]1[CH2:28][CH2:27][N:26]([CH3:29])[CH2:25][CH2:24]1.CCN=C=NCCCN(C)C.Cl>CN(C=O)C>[CH3:29][N:26]1[CH2:27][CH2:28][N:23]([CH2:22][CH2:21][CH2:20][NH:19][C:14]([C:13]2[CH:8]([C:4]3[CH:5]=[CH:6][CH:7]=[C:2]([Cl:1])[CH:3]=3)[NH:9][C:10](=[O:18])[NH:11][C:12]=2[CH3:17])=[O:16])[CH2:24][CH2:25]1 |f:2.3|. Procedure: 225 mg (0.844 mmol) of 4-(3-chlorophenyl)-6-methyl-2-oxo-1,2,3,4-tetrahydropyrimidine-5-carboxylic acid and 159 mg (1.01 mmol) of 1-(aminopropyl)-4-methylpiperazine were dissolved in 10 ml of DMF. 243 mg (1.27 mmol) of WSC hydrochloride was added to the obtained solution under cooling with ice, and they were stirred at room temperature overnight. After the concentration under reduced pressure, the reaction mixture was diluted with ethyl acetate and then washed with saturated aqueous sodium hydro... Starting materials: CC(C(=O)[O-])C1CCN2C1=C(C=1C(=CC(=CC21)F)Br)SC2=CC=C(C=C2)Cl ((+/−)-methyl[8-bromo-9-[(4-chlorophenyl)sulfanyl]-6-fluoro-2,3-dihydro-1H-pyrrolo[1,2-a]indol-1-yl]acetate), N1(N=CC=C1)C=1C=C(C=CC1)B(O)O (3-(1H-pyrazol-1-yl)phenylboronic acid). Yields the product ClC1=CC=C(C=C1)SC1=C2N(C=3C=C(C=C(C13)C1=CC(=CC=C1)N1N=CC=C1)F)CCC2CC(=O)O ((+/−)-{9-[(4-CHLOROPHENYL)THIO]-6-FLUORO-8-[3-(1H-PYRAZOL-1-YL)PHENYL]-2,3-DIHYDRO-1H-PYRROLO[1,2-a]INDOL-1-YL}ACETIC ACID). RXN SMILES: C[CH:2]([CH:6]1[C:10]2=[C:11]([S:20][C:21]3[CH:26]=[CH:25][C:24]([Cl:27])=[CH:23][CH:22]=3)[C:12]3[C:13](Br)=[CH:14][C:15]([F:18])=[CH:16][C:17]=3[N:9]2[CH2:8][CH2:7]1)[C:3]([O-:5])=[O:4].[N:28]1([C:33]2[CH:34]=[C:35](B(O)O)[CH:36]=[CH:37][CH:38]=2)[CH:32]=[CH:31][CH:30]=[N:29]1>>[Cl:27][C:24]1[CH:23]=[CH:22][C:21]([S:20][C:11]2[C:12]3[C:13]([C:37]4[CH:36]=[CH:35][CH:34]=[C:33]([N:28]5[CH:32]=[CH:31][CH:30]=[N:29]5)[CH:38]=4)=[CH:14][C:15]([F:18])=[CH:16][C:17]=3[N:9]3[CH2:8][CH2:7][CH:6]([CH2:2][C:3]([OH:5])=[O:4])[C:10]=23)=[CH:26][CH:25]=1. Reported procedure: Starting from (+/−)-methyl[8-bromo-9-[(4-chlorophenyl)sulfanyl]-6-fluoro-2,3-dihydro-1H-pyrrolo[1,2-a]indol-1-yl]acetate (Example 7, Step 9) and 3-(1H-pyrazol-1-yl)phenylboronic acid, the title compound was synthesized following the procedures described Example 108. Reactants: Cc1noc(NC(=O)OCC(Cl)(Cl)Cl)c1C, CS(C)=O, CCN(C(C)C)C(C)C, Fc1ccccc1-c1csc(C2CCNCC2)n1, O. Yields the product Cc1noc(NC(=O)N2CCC(c3nc(-c4ccccc4F)cs3)CC2)c1C. RXN SMILES: [CH3:1][c:2]1[n:3][o:4][c:5]([NH:8][C:9]([O:10][CH2:11][C:12]([Cl:13])([Cl:14])[Cl:15])=[O:16])[c:6]1[CH3:7].[CH3:45][S:46]([CH3:47])=[O:48].[CH:35]([N:36]([CH:37]([CH3:38])[CH3:39])[CH2:40][CH3:41])([CH3:42])[CH3:43].[F:17][c:18]1[c:19](-[c:24]2[n:25][c:26]([CH:29]3[CH2:30][CH2:31][NH:32][CH2:33][CH2:34]3)[s:27][cH:28]2)[cH:20][cH:21][cH:22][cH:23]1.[OH2:44]>>[CH3:1][c:2]1[n:3][o:4][c:5]([NH:8][C:9](=[O:16])[N:32]2[CH2:31][CH2:30][CH:29]([c:26]3[n:25][c:24](-[c:19]4[c:18]([F:17])[cH:23][cH:22][cH:21][cH:20]4)[cH:28][s:27]3)[CH2:34][CH2:33]2)[c:6]1[CH3:7]. Reactants: FC=1C(NC(NC1)=O)=O (5-fluorouracil), CN=C=O (methyl isocyanate). The solvent is CS(=O)C (dimethyl sulfoxide). Product: FC=1C(NC(N(C1)C(NC)=O)=O)=O (5-fluoro-1-methylcarbamoyluracil). Isolated yield 86.1%. Reaction SMILES: [F:1][C:2]1[C:3](=[O:9])[NH:4][C:5](=[O:8])[NH:6][CH:7]=1.[CH3:10][N:11]=[C:12]=[O:13]>CS(C)=O>[F:1][C:2]1[C:3](=[O:9])[NH:4][C:5](=[O:8])[N:6]([C:12](=[O:13])[NH:11][CH3:10])[CH:7]=1. Procedure: 10.4 g. (0.08 mole) of 5-fluorouracil and 10.0 g. (0.176 mole) of methyl isocyanate were mixed in 100 ml. of dimethyl sulfoxide and stirred at room temperature. Dimethyl sulfoxide and excess methyl isocyanate were removed from the reaction mixture by distillation. The resultant residue was washed with chloroform and dried in a vacuum oven to give 15.8 g. (86.1% yield) of 5-fluoro-1-methylcarbamoyluracil. The product was recrystallized from ethyl acetate and there were obtained white crystals mel...